This data is from the Open Reaction Database (ORD), a public repository of structured organic reaction records. The task is: describe an organic reaction: reactants, conditions, products, and yield Reaction SMILES: [Br-:35].[C:24](=[O:25])([OH:26])[O-:27].[CH2:36]([N+:37]([CH2:38][CH3:39])([CH2:40][CH3:41])[CH2:42][CH3:43])[c:44]1[cH:45][cH:46][cH:47][cH:48][cH:49]1.[CH3:50][c:51]1[cH:52][cH:53][cH:54][cH:55][cH:56]1.[CH3:57][CH2:58][O:59][C:60](=[O:61])[CH3:62].[Cl:14][CH2:15][CH2:16][N:17]1[CH2:18][CH2:19][CH2:20][CH2:21]1.[ClH:13].[Mg+2:29].[Na+:23].[Na+:28].[O-:30][S:31](=[O:32])(=[O:33])[O-:34].[OH-:22].[OH:1][CH2:2][c:3]1[cH:4][c:5]2[n:6][cH:7][cH:8][c:9]([Cl:12])[c:10]2[s:11]1>>[O:1]([CH2:2][c:3]1[cH:4][c:5]2[n:6][cH:7][cH:8][c:9]([Cl:12])[c:10]2[s:11]1)[CH2:15][CH2:16][N:17]1[CH2:18][CH2:19][CH2:20][CH2:21]1. The reactants are [Br-], O=C([O-])O, CC[N+](CC)(CC)Cc1ccccc1, Cc1ccccc1, CCOC(C)=O, ClCCN1CCCC1, Cl, [Mg+2], [Na+], [Na+], O=S(=O)([O-])[O-], [OH-], OCc1cc2nccc(Cl)c2s1. Yields the product Clc1ccnc2cc(COCCN3CCCC3)sc12. Product: CC(N)c1ccc(-c2nc3ccc(C4(c5ccccc5)CC4)nc3s2)c(F)c1. Reactants: C1COCCO1, CO, Cl, CC(NS(=O)C(C)(C)C)c1ccc(-c2nc3ccc(C4(c5ccccc5)CC4)nc3s2)c(F)c1. Reaction SMILES: [CH2:2]1[O:3][CH2:4][CH2:5][O:6][CH2:7]1.[CH3:42][OH:43].[ClH:1].[F:8][c:9]1[cH:10][c:11]([CH:33]([CH3:34])[NH:35][S:36]([C:37]([CH3:38])([CH3:39])[CH3:40])=[O:41])[cH:12][cH:13][c:14]1-[c:15]1[s:16][c:17]2[n:18][c:19]([C:24]3([c:27]4[cH:28][cH:29][cH:30][cH:31][cH:32]4)[CH2:25][CH2:26]3)[cH:20][cH:21][c:22]2[n:23]1>>[F:8][c:9]1[cH:10][c:11]([CH:33]([CH3:34])[NH2:35])[cH:12][cH:13][c:14]1-[c:15]1[s:16][c:17]2[n:18][c:19]([C:24]3([c:27]4[cH:28][cH:29][cH:30][cH:31][cH:32]4)[CH2:25][CH2:26]3)[cH:20][cH:21][c:22]2[n:23]1. Starting materials: COc1ccc2c(c1)c1c(n2C(=O)c2ccccc2)CCCC1C(=O)OCc1ccccc1, CCOC(C)=O, [H][H]. The product is COc1ccc2c(c1)c1c(n2C(=O)c2ccccc2)CCCC1C(=O)O. As a reaction SMILES: [C:1]([c:2]1[cH:3][cH:4][cH:5][cH:6][cH:7]1)(=[O:8])[n:9]1[c:10]2[cH:11][cH:12][c:13]([O:32][CH3:33])[cH:14][c:15]2[c:16]2[c:21]1[CH2:20][CH2:19][CH2:18][CH:17]2[C:22](=[O:23])[O:24][CH2:25][c:26]1[cH:27][cH:28][cH:29][cH:30][cH:31]1.[CH3:36][CH2:37][O:38][C:39](=[O:40])[CH3:41].[H:34][H:35]>>[C:1]([c:2]1[cH:3][cH:4][cH:5][cH:6][cH:7]1)(=[O:8])[n:9]1[c:10]2[cH:11][cH:12][c:13]([O:32][CH3:33])[cH:14][c:15]2[c:16]2[c:21]1[CH2:20][CH2:19][CH2:18][CH:17]2[C:22](=[O:23])[OH:24]. Starting materials: ClC=1C=C2N(C(N1)=O)CC(N2C)C (7-chloro-1,2-dimethyl-2,3-dihydroimidazo[1,2-c]pyrimidin-5(1H)-one), FC=1C=C(OC2=C(C#N)C=C(C=C2)CO)C=C(C1)C(F)(F)F (2-(3-fluoro-5-(trifluoromethyl)phenoxy)-5-(hydroxymethyl)be-nzonitrile), [H-].[Na+] (NaH), CN(C=O)C (N,N-dimethylformamide). Run at time 30 minute. Product: CN1C(CN2C(N=C(C=C21)OCC=2C=CC(=C(C#N)C2)OC2=CC(=CC(=C2)C(F)(F)F)F)=O)C (5-(((1,2-dimethyl-5-oxo-1,2,3,5-tetrahydroimidazo[1,2-c]pyrimidin-7-yl)oxy)methyl)-2-(3-fluoro-5-(trifluoromethyl)phenoxy)benzonitrile), FC(C(=O)O)(F)F (trifluoroacetic acid). As a reaction SMILES: Cl[C:2]1[CH:3]=[C:4]2[N:11]([CH3:12])[CH:10]([CH3:13])[CH2:9][N:5]2[C:6](=[O:8])[N:7]=1.[F:14][C:15]1[CH:16]=[C:17]([CH:29]=[C:30]([C:32]([F:35])([F:34])[F:33])[CH:31]=1)[O:18][C:19]1[CH:26]=[CH:25][C:24]([CH2:27][OH:28])=[CH:23][C:20]=1[C:21]#[N:22].[H-].[Na+].CN(C)[CH:40]=[O:41]>>[CH3:12][N:11]1[C:4]2[N:5]([C:6](=[O:8])[N:7]=[C:2]([O:28][CH2:27][C:24]3[CH:25]=[CH:26][C:19]([O:18][C:17]4[CH:29]=[C:30]([C:32]([F:33])([F:34])[F:35])[CH:31]=[C:15]([F:14])[CH:16]=4)=[C:20]([CH:23]=3)[C:21]#[N:22])[CH:3]=2)[CH2:9][CH:10]1[CH3:13].[F:33][C:32]([F:35])([F:34])[C:40]([OH:41])=[O:8] |f:2.3|. Reported procedure: To a solution of 7-chloro-1,2-dimethyl-2,3-dihydroimidazo[1,2-c]pyrimidin-5(1H)-one (30 mg, 0.15 mmol) and 2-(3-fluoro-5-(trifluoromethyl)phenoxy)-5-(hydroxymethyl)be-nzonitrile (47 mg, 0.15 mmol) in N,N-dimethylformamide (DMF) (1 mL) was added NaH (12 mg, 0.30 mmol). The reaction mixture was stirred at rt for 30 min., then quenched with water. Purification via mass-directed autopreparation afforded the title product with trifluoroacetic acid salt as a white solid. Starting materials: NCCN(S(=O)(=O)C1=CC(=C(C=C1)OC)OC)C1=C(C=C(C=C1)C)CC1=C(C=CC=C1F)F (N-(2-aminoethyl)-N-[2-(2,6-difluorobenzyl)-4-methylphenyl]-3,4-dimethoxybenzenesulfonamide), NCCN(S(=O)(=O)C1=CC(=C(C=C1)OC)OC)C1=C(C=C(C=C1)C)CC1=C(C=CC=C1F)F (N-(2-aminoethyl)-N-[2-(2,6-difluorobenzyl)-4-methylphenyl]-3,4-dimethoxybenzenesulfonamide), N1=CC=CC=C1 (pyridine), C(C)(=O)OC(C)=O (acetic anhydride). The solvent is C1CCOC1 (THF). Run at time 48 hour. The product is FC1=C(CC2=C(C=CC(=C2)C)N(CCNC(C)=O)S(=O)(=O)C2=CC(=C(C=C2)OC)OC)C(=CC=C1)F (N-(2-{[2-(2,6-difluorobenzyl)-4-methylphenyl][(3,4-dimethoxyphenyl)sulfonyl]amino}ethyl)acetamide). The yield is 46.4%. RXN SMILES: [NH2:1][CH2:2][CH2:3][N:4]([C:18]1[CH:23]=[CH:22][C:21]([CH3:24])=[CH:20][C:19]=1[CH2:25][C:26]1[C:31]([F:32])=[CH:30][CH:29]=[CH:28][C:27]=1[F:33])[S:5]([C:8]1[CH:13]=[CH:12][C:11]([O:14][CH3:15])=[C:10]([O:16][CH3:17])[CH:9]=1)(=[O:7])=[O:6].N1C=CC=CC=1.[C:40](OC(=O)C)(=[O:42])[CH3:41]>C1COCC1>[F:33][C:27]1[CH:28]=[CH:29][CH:30]=[C:31]([F:32])[C:26]=1[CH2:25][C:19]1[CH:20]=[C:21]([CH3:24])[CH:22]=[CH:23][C:18]=1[N:4]([S:5]([C:8]1[CH:13]=[CH:12][C:11]([O:14][CH3:15])=[C:10]([O:16][CH3:17])[CH:9]=1)(=[O:6])=[O:7])[CH2:3][CH2:2][NH:1][C:40](=[O:42])[CH3:41]. Reported procedure: To 1 g of N-(2-aminoethyl)N-[2-(2,6-difluorobenzyl)-4-methylphenyl]-3,4-dimethoxybenzenesulfonamide (compound 215) dissolved in 25 ml of THF are added 0.167 ml of pyridine and 0.22 g of acetic anhydride. After 48 hours at room temperature, the reaction medium is concentrated. The residue is chromatographed on a column of silica gel, eluting with a 99/1 (v/v) dichloromethane/methanol mixture to give 0.505 g of the expected product. Starting materials: ClC1=NC=C(C(=N1)N)C (2-chloro-5-methylpyrimidin-4-amine), BrC1=CC(=CC=C1)[N+](=O)[O-] (1-bromo-3-nitrobenzene), C(=O)([O-])[O-].[Cs+].[Cs+] (Cs2CO3), C1(=CC=CC=C1)P(C1=CC=CC=2C(C3=CC=CC(=C3OC12)P(C1=CC=CC=C1)C1=CC=CC=C1)(C)C)C1=CC=CC=C1 (4,5-bis(diphenylphosphino)-9,9-dimethyxanthene). Reagents/catalysts: C=1C=CC(=CC1)/C=C/C(=O)/C=C/C2=CC=CC=C2.C=1C=CC(=CC1)/C=C/C(=O)/C=C/C2=CC=CC=C2.C=1C=CC(=CC1)/C=C/C(=O)/C=C/C2=CC=CC=C2.[Pd].[Pd] (Pd2(dba)3). The solvent is O1CCOCC1 (1,4-dioxane). Product: ClC1=NC=C(C(=N1)NC1=CC(=CC=C1)[N+](=O)[O-])C (2-Chloro-5-methyl-N-(3-nitrophenyl)pyrimidin-4-amine). As a reaction SMILES: [Cl:1][C:2]1[N:7]=[C:6]([NH2:8])[C:5]([CH3:9])=[CH:4][N:3]=1.Br[C:11]1[CH:16]=[CH:15][CH:14]=[C:13]([N+:17]([O-:19])=[O:18])[CH:12]=1.C([O-])([O-])=O.[Cs+].[Cs+].C1(P(C2C=CC=CC=2)C2C3OC4C(=CC=CC=4P(C4C=CC=CC=4)C4C=CC=CC=4)C(C)(C)C=3C=CC=2)C=CC=CC=1>O1CCOCC1.C1C=CC(/C=C/C(/C=C/C2C=CC=CC=2)=O)=CC=1.C1C=CC(/C=C/C(/C=C/C2C=CC=CC=2)=O)=CC=1.C1C=CC(/C=C/C(/C=C/C2C=CC=CC=2)=O)=CC=1.[Pd].[Pd]>[Cl:1][C:2]1[N:7]=[C:6]([NH:8][C:11]2[CH:16]=[CH:15][CH:14]=[C:13]([N+:17]([O-:19])=[O:18])[CH:12]=2)[C:5]([CH3:9])=[CH:4][N:3]=1 |f:2.3.4,7.8.9.10.11|. Procedure: To a solution of 2-chloro-5-methylpyrimidin-4-amine (232 mg, 1.61 mmol) in 1,4-dioxane (40 mL) was added 1-bromo-3-nitrobenzene (359 mg, 1.78 mmol), Cs2CO3 (2.1 g, 6.4 mmol), Pd2(dba)3 (146 mg, 0.16 mmol), and 4,5-bis(diphenylphosphino)-9,9-dimethyxanthene (Xant Phos, 278 mg, 0.48 mmol). The mixture was heated under reflux for 4 h under Ar. The solid was filtered off and the filtrate washed with brine (1×100 mL). The organic solution was separated and dried (Na2SO4). The solvent was removed unti... Procedure: A mixture of copper(I) iodide (1.18 g, 6.2 mmol) in 5 mL of THF was cooled to -40° C. and then tert-butyllithium (8.85 mL, 1.4M, 12.4 mmol) was added. The mixture was stirred for 1 hour and 2-chloronicotinic acid chloride (2 g, 11.3 mmol) was added dropwise. The mixture was stirred at -40° C. for 1.5 hours and then allowed to warm to room temperature. The mixture was quenched with water and then diluted with ethyl acetate. The mixture was filtered, washed with water (2×10 mL) and brine, dried (N... Yields the product ClC1=NC=CC=C1C(C(C)(C)C)=O (1-(2-chloro-3-pyridyl)-2,2-dimethylpropan-1-one). Yield: 77.9%. Run in C1CCOC1 (THF). Starting materials: C(C)(C)(C)[Li] (tert-butyllithium), ClC1=C(C(=O)Cl)C=CC=N1 (2-chloronicotinic acid chloride). Reagents/catalysts: [Cu]I (copper(I) iodide). Run at temperature -40 celsius, time 1 hour. RXN SMILES: [C:1]([Li])([CH3:4])([CH3:3])[CH3:2].[Cl:6][C:7]1[N:15]=[CH:14][CH:13]=[CH:12][C:8]=1[C:9](Cl)=[O:10]>C1COCC1.[Cu]I>[Cl:6][C:7]1[C:8]([C:9](=[O:10])[C:1]([CH3:4])([CH3:3])[CH3:2])=[CH:12][CH:13]=[CH:14][N:15]=1.